From a dataset of the Open Reaction Database (ORD), a public repository of structured organic reaction records. describe an organic reaction: reactants, conditions, products, and yield The reactants are C(C1=CC=CC=C1)Cl (benzyl chloride), CC1=CC=CC=2NC=NC21 (4-methyl-1H-benzimidazole), C([O-])([O-])=O.[K+].[K+] (potassium carbonate), C(C1=CC=CC=C1)Cl (Benzyl chloride). The solvent is CN(C=O)C (N,N-dimethylformamide). Product: C(C1=CC=CC=C1)N1C=NC2=C1C=CC=C2C (1-Benzyl-4-methyl-1H-benzimidazole). Reaction SMILES: [CH3:1][C:2]1[C:10]2[N:9]=[CH:8][NH:7][C:6]=2[CH:5]=[CH:4][CH:3]=1.C(=O)([O-])[O-].[K+].[K+].[CH2:17](Cl)[C:18]1[CH:23]=[CH:22][CH:21]=[CH:20][CH:19]=1>CN(C)C=O>[CH2:17]([N:7]1[C:6]2[CH:5]=[CH:4][CH:3]=[C:2]([CH3:1])[C:10]=2[N:9]=[CH:8]1)[C:18]1[CH:23]=[CH:22][CH:21]=[CH:20][CH:19]=1 |f:1.2.3|. Reported procedure: To a flask were added 1.0 g 4-methyl-1H-benzimidazole, 1.6 g potassium carbonate, 25 ml N,N-dimethylformamide and the mixture was stirred under nitrogen. 1.4 g Benzyl chloride were added and the mixture was heated to 60 C for 16 hours. Another 0.4 g of benzyl chloride were added and the reaction was heated to 70 C for 24 hours. The reaction was cooled to 50 C and quenched with 50 ml water and extracted with ethyl acetate. After washing with water, the solvent was removed and the product was puri... The reactants are ClC=1C=C(C=CC1Cl)CC(=O)O (3,4-dichlorophenyl acetic acid), C(=O)(N1C=NC=C1)N1C=NC=C1 (carbonyldiimidazole), N1(CCCC1)C1CCCC2CCCNC12 ((±)-decahydro-8-(1-pyrrolidinyl)-quinoline). The solvent is O1CCCC1 (tetrahydrofuran), O1CCCC1 (tetrahydrofuran), O1CCCC1 (tetrahydrofuran). Reaction conditions: time 4 hour. Yields the product ClC=1C=C(C=CC1Cl)CC(=O)N1CCCC2CCCC(C12)N1CCCC1 ((±)-decahydro-1-[(3,4-dichlorophenyl)-acetyl]-8-(1-pyrroldinyl)-quinoline). As a reaction SMILES: [Cl:1][C:2]1[CH:3]=[C:4]([CH2:9][C:10]([OH:12])=O)[CH:5]=[CH:6][C:7]=1[Cl:8].C(N1C=CN=C1)(N1C=CN=C1)=O.[N:25]1([CH:30]2[CH:39]3[CH:34]([CH2:35][CH2:36][CH2:37][NH:38]3)[CH2:33][CH2:32][CH2:31]2)[CH2:29][CH2:28][CH2:27][CH2:26]1>O1CCCC1>[Cl:1][C:2]1[CH:3]=[C:4]([CH2:9][C:10]([N:38]2[CH:39]3[CH:34]([CH2:33][CH2:32][CH2:31][CH:30]3[N:25]3[CH2:29][CH2:28][CH2:27][CH2:26]3)[CH2:35][CH2:36][CH2:37]2)=[O:12])[CH:5]=[CH:6][C:7]=1[Cl:8]. Procedure details: A solution of 1.98 g of 3,4-dichlorophenyl acetic acid and 1.56 g of carbonyldiimidazole in 17 ml of tetrahydrofuran was stirred at 20° to 22° C. for one hour and the, 1.679 g of [4aRS(4aα, 8α, 8aβ)](±)-decahydro-8-(1-pyrrolidinyl)-quinoline (preparation given at the end of Example (4) were added in solution in 5 ml of tetrahydrofuran. The solution was stirred for 4 hours at 20° to 22° C. and the tetrahydrofuran was eliminated under reduced pressure at less than 45° C. The residue was triturated... Reactants: CC(C)(C)OC(=O)N1CCCCC1CN, O=C(Cl)c1ccccc1, CC(C)=O, [Na+], N#C[S-]. Yields the product CC(C)(C)OC(=O)N1CCCCC1CNC(N)=S. Reaction SMILES: [C:14]([CH3:15])([CH3:16])([CH3:17])[O:18][C:19](=[O:20])[N:21]1[CH:22]([CH2:27][NH2:28])[CH2:23][CH2:24][CH2:25][CH2:26]1.[C:1]([Cl:2])(=[O:3])[c:4]1[cH:5][cH:6][cH:7][cH:8][cH:9]1.[CH3:29][C:30](=[O:31])[CH3:32].[Na+:10].[S-:11][C:12]#[N:13]>>[S:11]=[C:12]([NH2:13])[NH:28][CH2:27][CH:22]1[N:21]([C:19]([O:18][C:14]([CH3:15])([CH3:16])[CH3:17])=[O:20])[CH2:26][CH2:25][CH2:24][CH2:23]1. The reactants are C(C1=CC=CC=C1)=O (benzaldehyde), C(C)(C)(C)N (t-butyl amine). Conditions: temperature 25 celsius, time 15 hour. Product: C(C1=CC=CC=C1)=NC(C)(C)C (N-benzylidene-t-butyl amine). Yield: 97.9%. RXN SMILES: [CH:1](=O)[C:2]1[CH:7]=[CH:6][CH:5]=[CH:4][CH:3]=1.[C:9]([NH2:13])([CH3:12])([CH3:11])[CH3:10]>>[CH:1](=[N:13][C:9]([CH3:12])([CH3:11])[CH3:10])[C:2]1[CH:7]=[CH:6][CH:5]=[CH:4][CH:3]=1. Procedure: 530.85 g (5.00 mol) of benzaldehyde was placed into a 2000 mL-volume flask equipped with a stirrer, a thermometer and a dropping funnel. Subsequently, 367.50 g (5.02 mol) of t-butyl amine was dropped into the flask in a water bath, while maintaining the solution temperature at 25° C. After the completion of the dropping, the mixture was reacted while stirring at 25° C. for 15 hours. After the completion of the reaction, the reaction mixture was subjected to separation, and the organic layer obta... Reactants: ClC1=C(C=CC(=C1)[N+](=O)[O-])N=NC1=C(C=C(C(=C1)C)N=NC1=C(C(=CC2=CC=CC=C12)NC1C(C=CC=C1)=C=O)O)S(=O)(=O)F (1-(2-chloro-4-nitrophenylazo)-5-methyl-2-fluorosulphonyl-4-(2-hydroxy-3-(carbonyl (N-phenyl) amino) naphth-1-ylazo) benzene), CC1=C(C=C(C=C1)S(=O)(=O)F)N=NC1=CC=C(C2=CC=CC=C12)N=NC1=C(C(=CC2=CC=CC=C12)NC1C(C=CC=C1)=C=O)O (1-(2-methyl-5-fluorosulphonylphenylazo)-4-(2-hydroxy-3-(carbonyl(N-phenyl)amino)naphth-1-ylazo)naphthalene), CC1=C(C=C(C=C1)S(=O)(=O)F)N=NC1=CC(=C(C=C1)N=NC1=C(C(=CC2=CC=CC=C12)NC1C(C=CC=C1)=C=O)O)OCC (1-(2-methyl-5-fluorosulphonylphenylazo)-3-ethoxy-4-(2-hydroxy-3-(carbonyl (N-phenyl) amino) naphth-1-ylazo) benzene), FS(=O)(=O)C=1C=C(C=CC1)N=NC1=C(C=C(C(=C1)OC)N=NC1=C(C(=CC2=CC=CC=C12)NC1C(C=CC2=CC=CC=C12)=C=O)O)OC (1-(3-fluorosulphonylphenylazo)-2,5-dimethoxy-4-(2-hydroxy-3-(carbonyl(N-naphth-1-yl)amino)naphth-1-ylazo)benzene). Yields the product OC1=CC=C(C=C1)N=NC1=C(C=C(C=C1)N=NC1=CC=C(C=C1)S(=O)(=O)F)OC (1-(4-hydroxyphenylazo)-2-methoxy-4-(4-fluorosulphonylphenylazo)benzene). Reaction SMILES: ClC1C=C([N+]([O-])=O)C=CC=1N=NC1C=C(C)C(N=NC2C3C(=CC=CC=3)C=C(NC3C=CC=CC3=C=O)C=2O)=CC=1[S:42]([F:45])(=[O:44])=[O:43].C[C:47]1[CH:52]=[CH:51][C:50](S(F)(=O)=O)=[CH:49][C:48]=1[N:57]=[N:58][C:59]1[CH:64]=[CH:63][C:62]([N:65]=[N:66][C:67]2[C:76]3[C:71](=CC=CC=3)[CH:70]=[C:69](NC3C=CC=CC3=C=O)[C:68]=2O)=[C:61]([O:87][CH2:88]C)[CH:60]=1.FS(C1C=C(N=NC2C=C(OC)C(N=NC3C4C(=CC=CC=4)C=C(NC4C5C(=CC=CC=5)C=CC4=C=O)C=3O)=CC=2OC)C=CC=1)(=O)=[O:92].CC1C=CC(S(F)(=O)=O)=CC=1N=NC1C2C(=CC=CC=2)C(N=NC2C3C(=CC=CC=3)C=C(NC3C=CC=CC3=C=O)C=2O)=CC=1>>[OH:92][C:70]1[CH:69]=[CH:68][C:67]([N:66]=[N:65][C:62]2[CH:63]=[CH:64][C:59]([N:58]=[N:57][C:48]3[CH:49]=[CH:50][C:51]([S:42]([F:45])(=[O:44])=[O:43])=[CH:52][CH:47]=3)=[CH:60][C:61]=2[O:87][CH3:88])=[CH:76][CH:71]=1. Procedure: 1-(2-chloro-4-nitrophenylazo)-5-methyl-2-fluorosulphonyl-4-(2-hydroxy-3-(carbonyl (N-phenyl) amino) naphth-1-ylazo) benzene; 1-(2-methyl-5-fluorosulphonylphenylazo)-3-ethoxy-4-(2-hydroxy-3-(carbonyl (N-phenyl) amino) naphth-1-ylazo) benzene; 1-(3-fluorosulphonylphenylazo)-2,5-dimethoxy-4-(2-hydroxy-3-(carbonyl(N-naphth-1-yl)amino)naphth-1-ylazo)benzene; and 1-(2-methyl-5-fluorosulphonylphenylazo)-4-(2-hydroxy-3-(carbonyl(N-phenyl)amino)naphth-1-ylazo)naphthalene and these form a further feature ... Reactants: C1(C=2C(C(N1)=O)=CC=CC2)=O.[K] (potassium phthalimide), C(C1=CC=CC=C1)N1CC(OCC1)CCl (4-benzyl-2-chloromethylmorpholine). Run in CN(C=O)C (dimethylformamide). Conditions: time 6 hour. The product is C(C1=CC=CC=C1)N1CC(OCC1)CN1C(C=2C(C1=O)=CC=CC2)=O (4-Benzyl-2-phthalimidomethylmorpholine). The yield is 76.0%. RXN SMILES: [C:1]1(=[O:11])[NH:5][C:4](=[O:6])[C:3]2=[CH:7][CH:8]=[CH:9][CH:10]=[C:2]12.[K].[CH2:13]([N:20]1[CH2:25][CH2:24][O:23][CH:22]([CH2:26]Cl)[CH2:21]1)[C:14]1[CH:19]=[CH:18][CH:17]=[CH:16][CH:15]=1>CN(C)C=O>[CH2:13]([N:20]1[CH2:25][CH2:24][O:23][CH:22]([CH2:26][N:5]2[C:1](=[O:11])[C:2]3=[CH:10][CH:9]=[CH:8][CH:7]=[C:3]3[C:4]2=[O:6])[CH2:21]1)[C:14]1[CH:15]=[CH:16][CH:17]=[CH:18][CH:19]=1 |f:0.1,^1:11|. Reported procedure: 50.2 g of potassium phthalimide are added to 61.2 g of 4-benzyl-2-chloromethylmorpholine [Synth. Com. 10, 59 (1980)] dissolved in 150 ml of abs. dimethylformamide and the mixture is boiled under stirring for 6 hours. After cooling, the crystals are filtered, washed with dimethylformamide and then with cold water and dried to give 68.95 g (76%) of the product, m.p.: 130°-132° C. Reactants: COCC(C)Oc1cc(OCc2ccccc2)cc(C(=O)Nc2ccn(C)n2)c1, CCO. Yields the product COCC(C)Oc1cc(O)cc(C(=O)Nc2ccn(C)n2)c1. As a reaction SMILES: [CH2:1]([c:2]1[cH:3][cH:4][cH:5][cH:6][cH:7]1)[O:8][c:9]1[cH:10][c:11]([C:12](=[O:13])[NH:14][c:15]2[n:16][n:17]([CH3:20])[cH:18][cH:19]2)[cH:21][c:22]([O:24][CH:25]([CH2:26][O:27][CH3:28])[CH3:29])[cH:23]1.[CH3:30][CH2:31][OH:32]>>[OH:8][c:9]1[cH:10][c:11]([C:12](=[O:13])[NH:14][c:15]2[n:16][n:17]([CH3:20])[cH:18][cH:19]2)[cH:21][c:22]([O:24][CH:25]([CH2:26][O:27][CH3:28])[CH3:29])[cH:23]1. The reactants are C(C)(=O)CNC=1C(=C(C(=C(C1I)NCC(C)=O)I)C(=O)Cl)I (3,5-Bis-(Acetylmethylamino)-2,4,6-triiodobenzene carbonyl chloride), NC1=CC=C(C=C1)CC(=O)O (p-aminophenylacetic acid). Run in CC(=O)N(C)C (DMA). Run at temperature 60 celsius, time 30 hour. Yields the product C(C)(=O)CNC=1C(=C(C(=C(C1I)NCC(C)=O)I)C(=O)NC1=CC=C(C=C1)CC(=O)O)I (4-(((3,5-Bis(Acetylmethylamino)-2,4,6-triiodophenyl)carbonyl)amino)-benzeneacetic acid). The yield is 57.0%. RXN SMILES: [C:1]([CH2:4][NH:5][C:6]1[C:7]([I:22])=[C:8]([C:19](Cl)=[O:20])[C:9]([I:18])=[C:10]([NH:13][CH2:14][C:15](=[O:17])[CH3:16])[C:11]=1[I:12])(=[O:3])[CH3:2].[NH2:23][C:24]1[CH:29]=[CH:28][C:27]([CH2:30][C:31]([OH:33])=[O:32])=[CH:26][CH:25]=1>CC(N(C)C)=O>[C:1]([CH2:4][NH:5][C:6]1[C:7]([I:22])=[C:8]([C:19]([NH:23][C:24]2[CH:25]=[CH:26][C:27]([CH2:30][C:31]([OH:33])=[O:32])=[CH:28][CH:29]=2)=[O:20])[C:9]([I:18])=[C:10]([NH:13][CH2:14][C:15](=[O:17])[CH3:16])[C:11]=1[I:12])(=[O:3])[CH3:2]. Procedure: A mixture of MDTA-Cl X (2.18 g, 3.3 mmole) and p-aminophenylacetic acid (1.2 g, 8.27 mmole) in DMA (8 mL) was stirred at 60° C. for 30 h. The solvent was removed and the residue was treated with hot EtOAc (600 mL) containing EtOH (25 mL). The solution was filtered and the filtrate was freed of the solvent. The solid was recrystallized from EtOAc--EtOH to afford the title compound as a white amorphous solid (1.54 g, 57%).